Dataset: the Open Reaction Database (ORD), a public repository of structured organic reaction records. Task: describe an organic reaction: reactants, conditions, products, and yield Reactants: C1COCCN1, C=O, CC(=O)O, Cc1cn2ncnc(N)c2c1-c1ccc(NC(=O)Nc2cc(C(F)(F)F)ccc2F)cc1. Product: Cc1c(-c2ccc(NC(=O)Nc3cc(C(F)(F)F)ccc3F)cc2)c2c(N)ncnn2c1CN1CCOCC1. As a reaction SMILES: [CH2:1]1[CH2:2][O:3][CH2:4][CH2:5][NH:6]1.[CH2:7]=[O:8].[CH3:41][C:42](=[O:43])[OH:44].[NH2:9][c:10]1[n:11][cH:12][n:13][n:14]2[c:15]1[c:16](-[c:20]1[cH:21][cH:22][c:23]([NH:26][C:27](=[O:28])[NH:29][c:30]3[c:31]([F:40])[cH:32][cH:33][c:34]([C:36]([F:37])([F:38])[F:39])[cH:35]3)[cH:24][cH:25]1)[c:17]([CH3:19])[cH:18]2>>[CH2:1]1[CH2:2][O:3][CH2:4][CH2:5][N:6]1[CH2:7][c:18]1[n:14]2[n:13][cH:12][n:11][c:10]([NH2:9])[c:15]2[c:16](-[c:20]2[cH:21][cH:22][c:23]([NH:26][C:27](=[O:28])[NH:29][c:30]3[c:31]([F:40])[cH:32][cH:33][c:34]([C:36]([F:37])([F:38])[F:39])[cH:35]3)[cH:24][cH:25]2)[c:17]1[CH3:19]. Starting materials: [O-]O.C1(=CC=CC=C1)C(C)C (CHP), C1(=CC=CC=C1)C(C)C (cumene), [O-]O.C1(=CC=CC=C1)C(C)C (cumene hydroperoxide), [O-]O.C1(=CC=CC=C1)C(C)C (CHP), C1(=CC=CC=C1)O (phenol), [O-]O.C1(=CC=CC=C1)C(C)C (CHP), C1(=CC=CC=C1)C(C)C (cumene), [O-]O.C1(=CC=CC=C1)C(C)C (CHP), [O-]O.C1(=CC=CC=C1)C(C)C (CHP), C1(=CC=CC=C1)O (Phenol), C1(=CC=CC=C1)O (phenol). Run in CC(=O)C (acetone), CC(=O)C (acetone). The product is C1(=CC=CC=C1)C(C)C (cumene), CC(O)(C1=CC=CC=C1)C (dimethyl phenyl carbinol), C(C)(=O)C1=CC=CC=C1 (acetophenone). Reaction SMILES: C1([OH:7])C=CC=CC=1.[C:8]1([CH:14]([CH3:16])[CH3:15])[CH:13]=[CH:12][CH:11]=[CH:10][CH:9]=1.[O-]O.[C:19]1([CH:25]([CH3:27])[CH3:26])[CH:24]=[CH:23][CH:22]=[CH:21][CH:20]=1>CC(C)=O>[C:8]1([CH:14]([CH3:16])[CH3:15])[CH:13]=[CH:12][CH:11]=[CH:10][CH:9]=1.[CH3:26][C:25]([CH3:27])([C:19]1[CH:24]=[CH:23][CH:22]=[CH:21][CH:20]=1)[OH:7].[C:14]([C:8]1[CH:13]=[CH:12][CH:11]=[CH:10][CH:9]=1)(=[O:7])[CH3:16] |f:2.3|. Reported procedure: Phenol is manufactured via air oxidation of cumene to cumene hydroperoxide (CHP), followed by acid-catalyzed cleavage of the latter to phenol and acetone, and known as CHP decomposition. CHP decomposition is a very exothermic reaction which is normally carried out on a commercial scale in continuous stirred or back-mixed reactors. In such reactors only a small fraction of CHP is unreacted at any given time and the reaction medium consists essentially of the products of decomposition of CHP, i.e.... Starting materials: O=C([O-])[O-], CN(C)C(=O)CCl, [K+], [K+], CN(C)C=O, COC(=O)c1ccc(O)cc1. Product: COC(=O)c1ccc(OCC(=O)N(C)C)cc1. As a reaction SMILES: [C:12](=[O:13])([O-:14])[O-:15].[Cl:18][CH2:19][C:20](=[O:21])[N:22]([CH3:23])[CH3:24].[K+:16].[K+:17].[O:25]=[CH:26][N:27]([CH3:28])[CH3:29].[OH:1][c:2]1[cH:3][cH:4][c:5]([C:6](=[O:7])[O:8][CH3:9])[cH:10][cH:11]1>>[O:1]([c:2]1[cH:3][cH:4][c:5]([C:6](=[O:7])[O:8][CH3:9])[cH:10][cH:11]1)[CH2:19][C:20](=[O:21])[N:22]([CH3:23])[CH3:24]. Reactants: [OH-].[Na+] (sodium hydroxide), [OH-].[Na+] (sodium hydroxide), S(=O)(=O)(O)O.C1(=CC=CC=C1)CCNN ((2-phenylethyl)hydrazine sulfate). Conditions: time 1 hour. Product: C1(=CC=CC=C1)CCNN=CC1=CC=CC=C1 (Benzaldehyde (2-phenylethyl)hydrazone). Yield: 163.4%. As a reaction SMILES: [OH-].[Na+].S(O)(O)(=O)=O.[C:8]1([CH2:14][CH2:15][NH:16][NH2:17])[CH:13]=[CH:12][CH:11]=[CH:10][CH:9]=1>>[C:8]1([CH2:14][CH2:15][NH:16][N:17]=[CH:14][C:8]2[CH:13]=[CH:12][CH:11]=[CH:10][CH:9]=2)[CH:13]=[CH:12][CH:11]=[CH:10][CH:9]=1 |f:0.1,2.3|. Procedure details: 100 ml of aqueous 10% sodium hydroxide solution were added to an aqueous solution (50 ml) of 14.55 g of (2-phenylethyl)hydrazine sulfate, and 2.25 g of sodium hydroxide were added thereto and stirred at room temperature for one hour. The reaction solution was extracted with 250 ml of dichloromethane, dried over magnesium sulfate, concentrated under reduced pressure and dried. The resulting residue was dissolved in 100 ml of ethanol, and 5.55 g of benzaldehyde were added thereto and heated under ... Starting materials: COc1ccc(N)cc1OC, COc1ccccc1C=O. RXN SMILES: [CH3:11][O:12][c:13]1[cH:14][c:15]([NH2:16])[cH:17][cH:18][c:19]1[O:20][CH3:21].[CH3:1][O:2][c:3]1[c:4]([CH:5]=[O:6])[cH:7][cH:8][cH:9][cH:10]1>>[CH3:1][O:2][c:3]1[c:4]([C:5](=[O:6])[c:17]2[c:15]([NH2:16])[cH:14][c:13]([O:12][CH3:11])[c:19]([O:20][CH3:21])[cH:18]2)[cH:7][cH:8][cH:9][cH:10]1. Yields the product COc1cc(N)c(C(=O)c2ccccc2OC)cc1OC. The reactants are N(C1=CC=CC=C1)C1=NC=C2C(=N1)N(C(N(C2)C2=C(C=C(C=C2)Cl)Cl)=O)C2=CC(=CC=C2)CCN2C(C=1C(C2=O)=CC=CC1)=O (7-anilino-3-(2,4-dichlorophenyl)-3,4-dihydro-1-[3-(2-phthalimidoethyl)phenyl]pyrimido[4,5-d]pyrimidin-2(1H)-one), O.NN (hydrazine hydrate). The solvent is ClCCl.CO (dichloromethane methanol). Product: NCCC=1C=C(C=CC1)N1C(N(CC=2C1=NC(=NC2)NC2=CC=CC=C2)C2=C(C=C(C=C2)Cl)Cl)=O (1-[3-(2-aminoethyl)phenyl]-7-anilino-3-(2,4-dichlorophenyl)-3,4-dihydropyrimido[4,5-d]pyrimidin-2(1H)-one). The yield is 33.0%. Reaction SMILES: [NH:1]([C:8]1[N:13]=[C:12]2[N:14]([C:27]3[CH:32]=[CH:31][CH:30]=[C:29]([CH2:33][CH2:34][N:35]4C(=O)C5=CC=CC=C5C4=O)[CH:28]=3)[C:15](=[O:26])[N:16]([C:18]3[CH:23]=[CH:22][C:21]([Cl:24])=[CH:20][C:19]=3[Cl:25])[CH2:17][C:11]2=[CH:10][N:9]=1)[C:2]1[CH:7]=[CH:6][CH:5]=[CH:4][CH:3]=1.O.NN>ClCCl.CO>[NH2:35][CH2:34][CH2:33][C:29]1[CH:28]=[C:27]([N:14]2[C:12]3=[N:13][C:8]([NH:1][C:2]4[CH:3]=[CH:4][CH:5]=[CH:6][CH:7]=4)=[N:9][CH:10]=[C:11]3[CH2:17][N:16]([C:18]3[CH:23]=[CH:22][C:21]([Cl:24])=[CH:20][C:19]=3[Cl:25])[C:15]2=[O:26])[CH:32]=[CH:31][CH:30]=1 |f:1.2,3.4|. Procedure: A solution of 370 mg (0.6 mmol) of 7-anilino-3-(2,4-dichlorophenyl)-3,4-dihydro-1-[3-(2-phthalimidoethyl)phenyl]pyrimido[4,5-d]pyrimidin-2(1H)-one and 0.3 ml (6 mmol) of hydrazine hydrate in 5 ml of dichloromethane/methanol was stirred at room temperature under an atmosphere of nitrogen overnight. The reaction mixture was evaporated and the residue purified by flash chromatography on silica gel, eluting with dichloromethane/methanol/acetic acid/water (120:14:3:2). Product containing fractions we... The reactants are C(C)(=O)NC1=CC=C(C=C1)S (4-acetamidothiophenol), C1(OCCO1)=O (ethylene carbonate), [O-]CC.[Na+] (sodium ethoxide), C(C)(=O)NC1=C(C=C(C=C1)S(=O)(=O)Cl)Cl (4-acetamido-3-chlorobenzenesulphonyl chloride), N1=CC=CC=C1 (pyridine). The reagents and catalysts are CN(C1=CC=NC=C1)C (4-dimethylaminopyridine). Solvent: C(C)O (ethanol), C(Cl)Cl (DCM). Reaction conditions: time 8 hour. Product: ClC1=C(N)C=CC(=C1)S(=O)(=O)NC1=CC=C(C=C1)SCCOCC (2-Chloro-4-[4-(2-ethoxyethylthio)anilinosulphonyl]aniline). Isolated yield 19.3%. Reaction SMILES: C([NH:4][C:5]1[CH:10]=[CH:9][C:8]([SH:11])=[CH:7][CH:6]=1)(=O)C.[C:12]1(=O)[O:16][CH2:15][CH2:14]O1.[O-][CH2:19]C.[Na+].C([NH:25][C:26]1[CH:31]=[CH:30][C:29]([S:32](Cl)(=[O:34])=[O:33])=[CH:28][C:27]=1[Cl:36])(=O)C.N1C=CC=CC=1>C(O)C.CN(C)C1C=CN=CC=1.C(Cl)Cl>[Cl:36][C:27]1[CH:28]=[C:29]([S:32]([NH:4][C:5]2[CH:6]=[CH:7][C:8]([S:11][CH2:14][CH2:15][O:16][CH2:12][CH3:19])=[CH:9][CH:10]=2)(=[O:34])=[O:33])[CH:30]=[CH:31][C:26]=1[NH2:25] |f:2.3|. Procedure details: A solution of 4-acetamidothiophenol (8.35 g, 50.0 mmol), ethylene carbonate (5.5 g, 62.5 mmol) and sodium ethoxide (4.1 g, 60.0 mmol) in ethanol (250 ml) was heated at reflux overnight and then cooled to ambient temperature and evaporated to dryness. The residue was dissolved in diethyl ether (500 ml), washed with 1M aqueous hydrochloric acid and brine, dried and evaporated to dryness. The residue was dissolved in ethanol (120 ml) and 2M aqueous sodium hydroxide (60 ml) was added. The mixture wa... The product is C(#N)C=1C=C(C(=O)NC[C@H](CN2CCC(CC2)OC2=CC(=C(C=C2)Cl)Cl)O)C=CC1 (3-Cyano-N-{(2R)-3-[4-(3,4-dichlorophenoxy)piperidin-1-yl]-2-hydroxypropyl}benzamide), solid. Reactants: NC[C@H](CN1CCC(CC1)OC1=CC(=C(C=C1)Cl)Cl)O ((2R)-1-amino-3-[4-(3,4-dichlorophenoxy)piperidin-1-yl]propan-2-ol), C(#N)C=1C=C(C(=O)O)C=CC1 (3-cyanobenzoic acid). RXN SMILES: [NH2:1][CH2:2][C@@H:3]([OH:20])[CH2:4][N:5]1[CH2:10][CH2:9][CH:8]([O:11][C:12]2[CH:17]=[CH:16][C:15]([Cl:18])=[C:14]([Cl:19])[CH:13]=2)[CH2:7][CH2:6]1.[C:21]([C:23]1[CH:24]=[C:25]([CH:29]=[CH:30][CH:31]=1)[C:26](O)=[O:27])#[N:22]>>[C:21]([C:23]1[CH:24]=[C:25]([CH:29]=[CH:30][CH:31]=1)[C:26]([NH:1][CH2:2][C@@H:3]([OH:20])[CH2:4][N:5]1[CH2:10][CH2:9][CH:8]([O:11][C:12]2[CH:17]=[CH:16][C:15]([Cl:18])=[C:14]([Cl:19])[CH:13]=2)[CH2:7][CH2:6]1)=[O:27])#[N:22]. Procedure: Prepared as described in Example 1 from (2R)-1-amino-3-[4-(3,4-dichlorophenoxy)piperidin-1-yl]propan-2-ol (0.2 g) and 3-cyanobenzoic acid (0.092 g). Title compound obtained as white solid (0.050 g).